The task is: describe an organic reaction: reactants, conditions, products, and yield. This data is from the Open Reaction Database (ORD), a public repository of structured organic reaction records. Starting materials: C(C1=CC=CC=C1)NC(=O)C=1C(=NC(=NC1)N(C)C)Cl (4-chloro-2-dimethylamino-pyrimidine-5-carboxylic acid benzylamide), S.[Na] (sodium hydrogen sulfide). Product: C(C1=CC=CC=C1)NC(=O)C=1C(=NC(=NC1)N(C)C)S (2-Dimethylamino-4-mercapto-pyrimidine-5-carboxylic acid benzylamide). The yield is 43.9%. RXN SMILES: [CH2:1]([NH:8][C:9]([C:11]1[C:12](Cl)=[N:13][C:14]([N:17]([CH3:19])[CH3:18])=[N:15][CH:16]=1)=[O:10])[C:2]1[CH:7]=[CH:6][CH:5]=[CH:4][CH:3]=1.[SH2:21].[Na]>>[CH2:1]([NH:8][C:9]([C:11]1[C:12]([SH:21])=[N:13][C:14]([N:17]([CH3:19])[CH3:18])=[N:15][CH:16]=1)=[O:10])[C:2]1[CH:7]=[CH:6][CH:5]=[CH:4][CH:3]=1 |f:1.2,^1:21|. Reported procedure: Using the procedure of Preparation 34, 14.3 g (0.045 mol) of 4-chloro-2-dimethylamino-pyrimidine-5-carboxylic acid benzylamide and 12 g (0.21 mol) of sodium hydrogen sulfide were reacted to give 5.7 g of the title compound, mp 175°-178° C. Starting materials: NC=1C=CC2=C([C@H](CCC3=C2C(=C(C(=C3)OC)OC)OC)NC(C)=O)C1 (N-[(5S)-3-amino-9,10,11-trimethoxy-6,7-dihydro-5H-dibenzo[a,c]cyclohepten-5-yl]acetamide), N1(CCCCC1)CCC(=O)O (1-piperidinepropionic acid). Yields the product N1(CCCCC1)CCC(=O)NC=1C=CC2=C([C@H](CCC3=C2C(=C(C(=C3)OC)OC)OC)NC(C)=O)C1 (N-[(5S)-3-(3-piperidinopropanoylamino)-9,10,11-trimethoxy-6,7-dihydro-5H-dibenzo[a,c]cyclohepten-5-yl]acetamide). Isolated yield 61.0%. As a reaction SMILES: [NH2:1][C:2]1[CH:3]=[CH:4][C:5]2[C:11]3[C:12]([O:20][CH3:21])=[C:13]([O:18][CH3:19])[C:14]([O:16][CH3:17])=[CH:15][C:10]=3[CH2:9][CH2:8][C@H:7]([NH:22][C:23](=[O:25])[CH3:24])[C:6]=2[CH:26]=1.[N:27]1([CH2:33][CH2:34][C:35](O)=[O:36])[CH2:32][CH2:31][CH2:30][CH2:29][CH2:28]1>>[N:27]1([CH2:33][CH2:34][C:35]([NH:1][C:2]2[CH:3]=[CH:4][C:5]3[C:11]4[C:12]([O:20][CH3:21])=[C:13]([O:18][CH3:19])[C:14]([O:16][CH3:17])=[CH:15][C:10]=4[CH2:9][CH2:8][C@H:7]([NH:22][C:23](=[O:25])[CH3:24])[C:6]=3[CH:26]=2)=[O:36])[CH2:32][CH2:31][CH2:30][CH2:29][CH2:28]1. Procedure: Using an analogous procedure to that described for Example 21, N-[(5S)-3-amino-9,10,11-trimethoxy-6,7-dihydro-5H-dibenzo[a,c]cyclohepten-5-yl]acetamide was reacted with 1-piperidinepropionic acid to give N-[(5S)-3-(3-piperidinopropanoylamino)-9,10,11-trimethoxy-6,7-dihydro-5H-dibenzo[a,c]cyclohepten-5-yl]acetamide. Starting materials: [BH4-], CSc1ncc(C(C)=O)cc1Cl, CCO, Cl, [Na+], O. The product is CSc1ncc(C(C)O)cc1Cl. As a reaction SMILES: [BH4-:13].[C:1]([CH3:2])(=[O:3])[c:4]1[cH:5][c:6]([Cl:12])[c:7]([S:10][CH3:11])[n:8][cH:9]1.[CH3:16][CH2:17][OH:18].[ClH:15].[Na+:14].[OH2:19]>>[CH:1]([CH3:2])([OH:3])[c:4]1[cH:5][c:6]([Cl:12])[c:7]([S:10][CH3:11])[n:8][cH:9]1. Starting materials: CCOC(=O)Nc1c(F)cc(F)cc1Br, C#C[Si](C)(C)C, CC#N. Product: CCOC(=O)Nc1c(F)cc(F)cc1C#C[Si](C)(C)C. Reaction SMILES: [Br:1][c:2]1[c:3]([NH:4][C:5](=[O:6])[O:7][CH2:8][CH3:9])[c:10]([F:15])[cH:11][c:12]([F:14])[cH:13]1.[CH3:16][Si:17]([CH3:18])([CH3:19])[C:20]#[CH:21].[CH3:22][C:23]#[N:24]>>[c:2]1([C:21]#[C:20][Si:17]([CH3:16])([CH3:18])[CH3:19])[c:3]([NH:4][C:5](=[O:6])[O:7][CH2:8][CH3:9])[c:10]([F:15])[cH:11][c:12]([F:14])[cH:13]1. Reactants: O\N=C(/C(=O)OCC)\C(C)=O (Ethyl (Z)-2-(hydroxyimino)-3-oxobutyrate), BrC1(CCCCC1)C (1-bromo-1-methylcyclohexane). The reagents and catalysts are FC(S(=O)(=O)[O-])(F)F.[Ag+] (silver trifluoromethanesulphonate). The product is CC1(CCCC1)O\N=C(/C(=O)OCC)\C(C)=O (Ethyl (Z)-2-(1-methylcyclopent-1-yloxyimino)-3-oxobutyrate). Yield: 50.1%. RXN SMILES: [OH:1]/[N:2]=[C:3](/[C:9](=[O:11])[CH3:10])\[C:4]([O:6][CH2:7][CH3:8])=[O:5].Br[C:13]1([CH3:19])[CH2:18][CH2:17][CH2:16][CH2:15]C1>FC(F)(F)S([O-])(=O)=O.[Ag+]>[CH3:19][C:13]1([O:1]/[N:2]=[C:3](/[C:9](=[O:11])[CH3:10])\[C:4]([O:6][CH2:7][CH3:8])=[O:5])[CH2:15][CH2:16][CH2:17][CH2:18]1 |f:2.3|. Reported procedure: Ethyl (Z)-2-(hydroxyimino)-3-oxobutyrate (5.86 g, 36.8 mmol), 1-bromo-1-methylcyclohexane (6.01 g 36.8 mmol), and silver trifluoromethanesulphonate (9.45 g, 36.8 mmol) were reacted together by a similar method to that described in Example 9a to give the title compound (4.45 g, 50%); νmax (film) 2970, 1745, 1690, 1590, 1370, 1320, 1230, 1070, and 990 cm-1 ; δH (60 MHz, CDCl3), 1.31 (3H, t, J 7 Hz), 1.48 (3H, s), 1.1-2.2 (8H, m), 2.35 (3H, s), and 4.30 (2H, q, J 7 Hz). Reactants: COC(=O)c1sc(Br)cc1C=O, O=C([O-])[O-], CC(=O)[O-], CC(=O)[O-], COC1CNCCC1NC(=O)OCc1ccccc1, [Cs+], [Cs+], [Pd+2], c1ccc(P(c2ccccc2)c2ccc3ccccc3c2-c2c(P(c3ccccc3)c3ccccc3)ccc3ccccc23)cc1. Product: COC(=O)c1sc(N2CCC(NC(=O)OCc3ccccc3)C(OC)C2)cc1C=O. RXN SMILES: [Br:1][c:2]1[cH:3][c:4]([CH:11]=[O:12])[c:5]([C:7](=[O:8])[O:9][CH3:10])[s:6]1.[C:78](=[O:79])([O-:80])[O-:81].[C:84]([O-:85])(=[O:86])[CH3:87].[C:89]([O-:90])(=[O:91])[CH3:92].[CH3:13][O:14][CH:15]1[CH2:16][NH:17][CH2:18][CH2:19][CH:20]1[NH:21][C:22]([O:23][CH2:24][c:25]1[cH:26][cH:27][cH:28][cH:29][cH:30]1)=[O:31].[Cs+:82].[Cs+:83].[Pd+2:88].[cH:32]1[cH:33][cH:34][c:35]([P:36]([c:37]2[cH:38][cH:39][c:40]3[c:41]([cH:42][cH:43][cH:44][cH:45]3)[c:46]2-[c:47]2[c:48]3[c:49]([cH:50][cH:51][cH:52][cH:53]3)[cH:54][cH:55][c:56]2[P:57]([c:58]2[cH:59][cH:60][cH:61][cH:62][cH:63]2)[c:64]2[cH:65][cH:66][cH:67][cH:68][cH:69]2)[c:70]2[cH:71][cH:72][cH:73][cH:74][cH:75]2)[cH:76][cH:77]1>>[c:2]1([N:17]2[CH2:16][CH:15]([O:14][CH3:13])[CH:20]([NH:21][C:22]([O:23][CH2:24][c:25]3[cH:26][cH:27][cH:28][cH:29][cH:30]3)=[O:31])[CH2:19][CH2:18]2)[cH:3][c:4]([CH:11]=[O:12])[c:5]([C:7](=[O:8])[O:9][CH3:10])[s:6]1. Reactants: C[C@H]1[C@@H](C[C@@H]2CN(C[C@@H]21)S(=O)(=O)C)NC=2C=1N(N=CC2C(=O)N)C=C(C1)C1=NN=NN1 (4-(((3aS,4R,5R,6aS)-4-methyl-2-(methylsulfonyl)octahydrocyclopenta[c]pyrrol-5-yl)amino)-6-(1H-tetrazol-5-yl)pyrrolo[1,2-b]pyridazine-3-carboxamide), IC (iodomethane), C([O-])([O-])=O.[K+].[K+] (potassium carbonate). Solvent: CN1C(CCC1)=O (1-methyl-2-pyrrolidinone). Reaction conditions: time 2 hour. The product is C[C@H]1[C@@H](C[C@@H]2CN(C[C@@H]21)S(=O)(=O)C)NC=2C=1N(N=CC2C(=O)N)C=C(C1)C=1N=NN(N1)C (4-(((3aS,4R,5R,6aS)-4-methyl-2-(methylsulfonyl)octahydrocyclopenta[c]pyrrol-5-yl)amino)-6-(2-methyl-2H-tetrazol-5-yl)pyrrolo[1,2-b]pyridazine-3-carboxamide). Reaction SMILES: [CH3:1][C@@H:2]1[C@@H:9]2[C@@H:5]([CH2:6][N:7]([S:10]([CH3:13])(=[O:12])=[O:11])[CH2:8]2)[CH2:4][C@H:3]1[NH:14][C:15]1[C:16]2[N:17]([CH:24]=[C:25]([C:27]3[NH:31][N:30]=[N:29][N:28]=3)[CH:26]=2)[N:18]=[CH:19][C:20]=1[C:21]([NH2:23])=[O:22].IC.[C:34](=O)([O-])[O-].[K+].[K+]>CN1CCCC1=O>[CH3:1][C@@H:2]1[C@@H:9]2[C@@H:5]([CH2:6][N:7]([S:10]([CH3:13])(=[O:12])=[O:11])[CH2:8]2)[CH2:4][C@H:3]1[NH:14][C:15]1[C:16]2[N:17]([CH:24]=[C:25]([C:27]3[N:28]=[N:29][N:30]([CH3:34])[N:31]=3)[CH:26]=2)[N:18]=[CH:19][C:20]=1[C:21]([NH2:23])=[O:22] |f:2.3.4|. Procedure: A mixture of the crude 4-(((3aS,4R,5R,6aS)-4-methyl-2-(methylsulfonyl)octahydrocyclopenta[c]pyrrol-5-yl)amino)-6-(1H-tetrazol-5-yl)pyrrolo[1,2-b]pyridazine-3-carboxamide from Step 2, iodomethane (6.8 μl, 0.109 mmol) and potassium carbonate (23.2 mg, 0.168 mmol) in 1-methyl-2-pyrrolidinone (1 mL) was stirred at room temperature for 2 h. Attempted purification by RP-HPLC gave impure product. The mixture was further purified by silica gel chromatography, eluting with 0 to 10% methanol in dichlorome... Reactants: BrCC(=O)C=1N=C(OC1C)C1=CC=CC=C1 (4-bromoacetyl-5-methyl-2-phenyloxazole), O1C(OCC1)CCC1=CC=C(C=C1)O (4-[2-(1,3-dioxolan-2-yl)ethyl]phenol), C([O-])([O-])=O.[K+].[K+] (potassium carbonate), CC(CC)=O (2-butanone). The solvent is O (water). Conditions: time 20 hour. Yields the product O1C(OCC1)CCC1=CC=C(OCC(=O)C=2N=C(OC2C)C2=CC=CC=C2)C=C1 (4-[4-[2-(1,3-dioxolan-2-yl)ethyl]phenoxyacetyl]-5-methyl-2-phenyloxazole). Yield: 57.0%. RXN SMILES: Br[CH2:2][C:3]([C:5]1[N:6]=[C:7]([C:11]2[CH:16]=[CH:15][CH:14]=[CH:13][CH:12]=2)[O:8][C:9]=1[CH3:10])=[O:4].[O:17]1[CH2:21][CH2:20][O:19][CH:18]1[CH2:22][CH2:23][C:24]1[CH:29]=[CH:28][C:27]([OH:30])=[CH:26][CH:25]=1.C(=O)([O-])[O-].[K+].[K+].CC(=O)CC>O>[O:17]1[CH2:21][CH2:20][O:19][CH:18]1[CH2:22][CH2:23][C:24]1[CH:29]=[CH:28][C:27]([O:30][CH2:2][C:3]([C:5]2[N:6]=[C:7]([C:11]3[CH:16]=[CH:15][CH:14]=[CH:13][CH:12]=3)[O:8][C:9]=2[CH3:10])=[O:4])=[CH:26][CH:25]=1 |f:2.3.4|. Procedure: A mixture of 4-bromoacetyl-5-methyl-2-phenyloxazole (2.60 g), 4-[2-(1,3-dioxolan-2-yl)ethyl]phenol (1.82 g), potassium carbonate (1.28 g) and 2-butanone (60 ml) was stirred for 20 hours at temperatures ranging from 70 to 80° C. The reaction mixture was poured into water. Resulting crystalline precipitate was collected by filtration, which was purified by means of a silica gel column chromatography. From the fractions eluted with chloroform-methanol (100:1, v/v), 4-[4-[2-(1,3-dioxolan-2-yl)ethyl]...